Task: describe an organic reaction: reactants, conditions, products, and yield. Dataset: the Open Reaction Database (ORD), a public repository of structured organic reaction records Product: COc1ccc(CN2C(=O)COCC2C)cc1. Reaction SMILES: [CH2:21]1[O:22][CH2:23][CH2:24][CH2:25]1.[CH3:3][O:4][c:5]1[cH:6][cH:7][c:8]([CH2:9][N:10]([C:11]([CH2:12][Br:13])=[O:14])[CH:15]([CH2:16][OH:17])[CH3:18])[cH:19][cH:20]1.[H-:1].[Na+:2]>>[CH3:3][O:4][c:5]1[cH:6][cH:7][c:8]([CH2:9][N:10]2[C:11](=[O:14])[CH2:12][O:17][CH2:16][CH:15]2[CH3:18])[cH:19][cH:20]1. Starting materials: C1CCOC1, COc1ccc(CN(C(=O)CBr)C(C)CO)cc1, [H-], [Na+]. As a reaction SMILES: [CH2:22]1[O:23][CH2:24][CH2:25][CH2:26]1.[CH3:27][OH:28].[Cl-:20].[Cl:1][c:2]1[n:3][cH:4][cH:5][c:6]([O:8][c:9]2[c:10]([F:19])[cH:11][c:12]([N+:16]([O-:17])=[O:18])[c:13]([F:15])[cH:14]2)[cH:7]1.[NH4+:21].[Zn:29]>>[Cl:1][c:2]1[n:3][cH:4][cH:5][c:6]([O:8][c:9]2[c:10]([F:19])[cH:11][c:12]([NH2:16])[c:13]([F:15])[cH:14]2)[cH:7]1. Product: Nc1cc(F)c(Oc2ccnc(Cl)c2)cc1F. Starting materials: C1CCOC1, CO, [Cl-], O=[N+]([O-])c1cc(F)c(Oc2ccnc(Cl)c2)cc1F, [NH4+], [Zn].